Dataset: the Open Reaction Database (ORD), a public repository of structured organic reaction records. Task: describe an organic reaction: reactants, conditions, products, and yield Starting materials: C(CC)NC1=C(C(=O)O)C=CC(=C1)C(F)(F)F (2-Propylamino-4-(trifluoromethyl)benzoic acid), CNOC (N,O-dimethylhydroxy amine), CN1CCOCC1 (NMM), C[N+]1(CCOCC1)C2=NC(=NC(=N2)OC)OC.[Cl-] (DMTMM). Solvent: C(Cl)Cl (CH2Cl2). Product: CON(C(C1=C(C=C(C=C1)C(F)(F)F)NCCC)=O)C (N-methoxy-N-methyl-2-propylamino-4-trifluoromethyl-benzamide). The yield is 56.8%. Reaction SMILES: [CH2:1]([NH:4][C:5]1[CH:13]=[C:12]([C:14]([F:17])([F:16])[F:15])[CH:11]=[CH:10][C:6]=1[C:7](O)=[O:8])[CH2:2][CH3:3].[CH3:18][NH:19][O:20][CH3:21].CN1CCOCC1.C[N+]1(C2N=C(OC)N=C(OC)N=2)CCOCC1.[Cl-]>C(Cl)Cl>[CH3:21][O:20][N:19]([CH3:18])[C:7](=[O:8])[C:6]1[CH:10]=[CH:11][C:12]([C:14]([F:17])([F:16])[F:15])=[CH:13][C:5]=1[NH:4][CH2:1][CH2:2][CH3:3] |f:3.4|. Procedure: 2-Propylamino-4-(trifluoromethyl)benzoic acid (147 mg, 0.594 mmol) in CH2Cl2 was reacted with N,O-dimethylhydroxy amine (82 mg), NMM (0.2 ml) and DMTMM (222 mg) at room temperature overnight. The reaction mixture was quenched by adding H2O (3 ml). The reaction solvent was removed under reduced pressure. Water (30 ml) was added to the resulting residue, which was extracted with ethylacetate (30 ml×3). The combined organic layer was washed with sat. NaHCO3 solution (30 ml), 1N HCl aqueous solution... Yield: 73.4%. Run in C(=O)(C(F)(F)F)O (TFA). Procedure details: (5β,8β)-9,10-didehydro-6-methylergoline-8-acetonitrile was prepared according to the method of Troxler et al., Helv. Chim. Acta 1968, 51, 1060. Following procedures essentially as described in Example 1, a mixture of 10 ml of TFA, 1.82 g (15.7 mmol) of triethylsilane and 1.0 g (3.8 mmol) of (5β,8β)-9,10-didehydro-6-methylergoline-8-acetonitrile was stirred overnight and gave 0.37 g of the title compound (37%) after recrystallization from a mixture of ethyl acetate/diethyl ether, mp. 180°-182° C.... Reactants: C(C)[SiH](CC)CC (triethylsilane), CN1C[C@@H](C=C2C=3C=CC=C4NC=C(C[C@@H]12)C34)CC#N ((5β,8β)-9,10-didehydro-6-methylergoline-8-acetonitrile). The product is CN1C[C@@H](C=C2C=3C=CC=C4NC=C(C[C@@H]12)C34)CC#N ((5β,8β)-9,10-didehydro-6-methylergoline-8-acetonitrile), CN1C[C@@H](C=C2C=3C=CC=C4NC[C@@H](C[C@@H]12)C34)CC#N ((3β,5β,8β)-9,10-Didehydro-2,3-dihydro-6-methylergoline-8-acetonitrile). Reaction conditions: time 8 hour. RXN SMILES: C([SiH](CC)CC)C.[CH3:8][N:9]1[C@H:23]2[C:13]([C:14]3[CH:15]=[CH:16][CH:17]=[C:18]4[C:24]=3[C:21]([CH2:22]2)=[CH:20][NH:19]4)=[CH:12][C@@H:11]([CH2:25][C:26]#[N:27])[CH2:10]1>C(O)(C(F)(F)F)=O>[CH3:8][N:9]1[C@H:23]2[C:13]([C:14]3[CH:15]=[CH:16][CH:17]=[C:18]4[C:24]=3[C:21]([CH2:22]2)=[CH:20][NH:19]4)=[CH:12][C@@H:11]([CH2:25][C:26]#[N:27])[CH2:10]1.[CH3:8][N:9]1[C@H:23]2[C:13]([C:14]3[CH:15]=[CH:16][CH:17]=[C:18]4[C:24]=3[C@H:21]([CH2:22]2)[CH2:20][NH:19]4)=[CH:12][C@@H:11]([CH2:25][C:26]#[N:27])[CH2:10]1.